This data is from the Open Reaction Database (ORD), a public repository of structured organic reaction records. The task is: describe an organic reaction: reactants, conditions, products, and yield Reactants: CC=1N=CC2=CC=CC(=C2C1)[N+](=O)[O-] (3-methyl-5-nitro-isoquinoline), I (hydriodic acid), ClC1=C2C=CN=CC2=C(C=C1)[N+](=O)[O-] (5-chloro-8-nitro-isoquinoline), Cl.CC=1N=CC2=CC=CC(=C2C1)[N+](=O)[O-] (3-methyl-5-nitro-isoquinoline hydrochloride). Product: I.ClC1=C2C=CN=CC2=C(C=C1)[N+](=O)[O-] (5-chloro-8-nitro-isoquinoline hydro-iodide). As a reaction SMILES: CC1N=CC2C(C=1)=C([N+]([O-])=O)C=CC=2.[Cl:15][C:16]1[CH:25]=[CH:24][C:23]([N+:26]([O-:28])=[O:27])=[C:22]2[C:17]=1[CH:18]=[CH:19][N:20]=[CH:21]2.Cl.CC1N=CC2C(C=1)=C([N+]([O-])=O)C=CC=2.[IH:44]>>[IH:44].[Cl:15][C:16]1[CH:25]=[CH:24][C:23]([N+:26]([O-:28])=[O:27])=[C:22]2[C:17]=1[CH:18]=[CH:19][N:20]=[CH:21]2 |f:2.3,5.6|. Procedure details: was prepared by the procedure of Example 11 hereinabove, except that the 3-methyl-5-nitro-isoquinoline of that example was replaced by 5-chloro-8-nitro-isoquinoline, and the concentrated hydrochloric acid of Example 11 was replaced by concentrated hydriodic acid, to yield 5-chloro-8-nitro-isoquinoline hydro-iodide, melting over the range 161°-5°C. The product is CC(C)c1oc2c(Br)c(N)ccc2c(=O)c1-c1ccc(Cl)cc1. Reactants: O=C1CCC(=O)N1Br, ClC(Cl)Cl, CC(C)c1oc2cc(N)ccc2c(=O)c1-c1ccc(Cl)cc1. As a reaction SMILES: [Br:23][N:24]1[C:25](=[O:26])[CH2:27][CH2:28][C:29]1=[O:30].[CH:31]([Cl:32])([Cl:33])[Cl:34].[NH2:1][c:2]1[cH:3][cH:4][c:5]2[c:6](=[O:22])[c:7](-[c:15]3[cH:16][cH:17][c:18]([Cl:21])[cH:19][cH:20]3)[c:8]([CH:12]([CH3:13])[CH3:14])[o:9][c:10]2[cH:11]1>>[NH2:1][c:2]1[cH:3][cH:4][c:5]2[c:6](=[O:22])[c:7](-[c:15]3[cH:16][cH:17][c:18]([Cl:21])[cH:19][cH:20]3)[c:8]([CH:12]([CH3:13])[CH3:14])[o:9][c:10]2[c:11]1[Br:23]. RXN SMILES: [C:1]1([CH2:7][CH2:8][C:9]([OH:11])=O)[CH:6]=[CH:5][CH:4]=[CH:3][CH:2]=1.[CH2:12]([C:15]1[C:21]([OH:22])=[CH:20][CH:19]=[CH:18][C:16]=1[OH:17])[CH2:13][CH3:14]>OS(C(F)(F)F)(=O)=O>[OH:17][C:16]1[CH:18]=[CH:19][C:20]([C:9](=[O:11])[CH2:8][CH2:7][C:1]2[CH:2]=[CH:3][CH:4]=[CH:5][CH:6]=2)=[C:21]([OH:22])[C:15]=1[CH2:12][CH2:13][CH3:14]. The reactants are C1(=CC=CC=C1)CCC(=O)O (3-phenylpropionic acid), C(CC)C1=C(O)C=CC=C1O (2-(n-propyl)resorcinol). Product: OC1=C(C(=C(C=C1)C(CCC1=CC=CC=C1)=O)O)CCC (1,3-dihydroxy-4-(3-phenylpropionyl)-2-(n-propyl)benzene). The solvent is OS(=O)(=O)C(F)(F)F (triflic acid). Reported procedure: Using the procedure in Example 51, step 1, 3-phenylpropionic acid and 2-(n-propyl)resorcinol were condensed in triflic acid to form 1,3-dihydroxy-4-(3-phenylpropionyl)-2-(n-propyl)benzene. The reactants are COc1ccc2cc3c(N)nn(CC(C)N(C)C)c3nc2c1, [Cl-]. Product: COc1ccc2cc3c(Cl)nn(CC(C)N(C)C)c3nc2c1. Reaction SMILES: [CH3:1][N:2]([CH:3]([CH2:4][n:5]1[n:6][c:7]([NH2:20])[c:8]2[c:9]1[n:10][c:11]1[cH:12][c:13]([O:18][CH3:19])[cH:14][cH:15][c:16]1[cH:17]2)[CH3:21])[CH3:22].[Cl-:23]>>[CH3:1][N:2]([CH:3]([CH2:4][n:5]1[n:6][c:7]([Cl:23])[c:8]2[c:9]1[n:10][c:11]1[cH:12][c:13]([O:18][CH3:19])[cH:14][cH:15][c:16]1[cH:17]2)[CH3:21])[CH3:22].